Task: describe an organic reaction: reactants, conditions, products, and yield. Dataset: the Open Reaction Database (ORD), a public repository of structured organic reaction records Reactants: OB(O)c1cccc(CBr)c1, O=C([O-])[O-], O=C(CC(c1ccc(O)cc1)c1ccon1)N1C(=O)OCC1Cc1ccccc1, [Cs+], [Cs+], CN(C)C=O, O. The product is O=C(CC(c1ccc(OCc2cccc(B(O)O)c2)cc1)c1ccon1)N1C(=O)OCC1Cc1ccccc1. RXN SMILES: [Br:30][CH2:31][c:32]1[cH:33][c:34]([B:38]([OH:39])[OH:40])[cH:35][cH:36][cH:37]1.[C:41](=[O:42])([O-:43])[O-:44].[CH2:1]([c:2]1[cH:3][cH:4][cH:5][cH:6][cH:7]1)[CH:8]1[N:9]([C:14]([CH2:15][CH:16]([c:17]2[n:18][o:19][cH:20][cH:21]2)[c:22]2[cH:23][cH:24][c:25]([OH:28])[cH:26][cH:27]2)=[O:29])[C:10](=[O:13])[O:11][CH2:12]1.[Cs+:45].[Cs+:46].[O:47]=[CH:48][N:49]([CH3:50])[CH3:51].[OH2:52]>>[CH2:1]([c:2]1[cH:3][cH:4][cH:5][cH:6][cH:7]1)[CH:8]1[N:9]([C:14]([CH2:15][CH:16]([c:17]2[n:18][o:19][cH:20][cH:21]2)[c:22]2[cH:23][cH:24][c:25]([O:28][CH2:31][c:32]3[cH:33][c:34]([B:38]([OH:39])[OH:40])[cH:35][cH:36][cH:37]3)[cH:26][cH:27]2)=[O:29])[C:10](=[O:13])[O:11][CH2:12]1. Starting materials: C1(=CC=CC=C1)C(NCCSC(=O)OC1=CC=C(C=C1)[N+](=O)[O-])(C1=CC=CC=C1)C1=CC=CC=C1 (N-triphenylmethyl-2-paranitrophenoxycarbonylthioethylamine), NC(CO[Si](C)(C)C(C)(C)C)C(C)C (2-amino-1-tert-butyldimethylsilyloxy-3-methylbutane). Yields the product OCC(C(C)C)NC(=O)SCCN (2-(1-hydroxymethyl-2-methylpropyl)aminocarbonylthioethylamine). Isolated yield 417.1%. RXN SMILES: C1(C(C2C=CC=CC=2)(C2C=CC=CC=2)[NH:8][CH2:9][CH2:10][S:11][C:12](OC2C=CC([N+]([O-])=O)=CC=2)=[O:13])C=CC=CC=1.[NH2:36][CH:37]([CH:47]([CH3:49])[CH3:48])[CH2:38][O:39][Si](C(C)(C)C)(C)C>>[OH:39][CH2:38][CH:37]([NH:36][C:12]([S:11][CH2:10][CH2:9][NH2:8])=[O:13])[CH:47]([CH3:48])[CH3:49]. Reported procedure: N-triphenylmethyl-2-paranitrophenoxycarbonylthioethylamine (0.58 g) and 2-amino-1-tert-butyldimethylsilyloxy-3-methylbutane (acetate: 0.52 g) were subjected to the reactions described in References 2 and 4 to give 2-(1-hydroxymethyl-2-methylpropyl)aminocarbonylthioethylamine (formate: 1.03 g). The product (0.83 g) was dissolved in anhydrous methanol (10 ml), to which were then added triethylamine (0.91 ml) and mitomycin A (372 mg: 0.82 molar equivalent). The reaction solution was treated in a si... Reactants: BrC=1C=NC=C(C1)CN1C(=NC=C1)C (3-bromo-5-(2-methyl-imidazol-1-yl-methyl)-pyridine), ClC1=C(C=C(C=C1)B1OC(C(O1)(C)C)(C)C)C (2-(4-chloro-3-methyl-phenyl)-4,4,5,5-tetramethyl[1,3,2]-dioxaborolane). Product: Cl.ClC1=C(C=C(C=C1)C=1C=NC=C(C1)CN1C(=NC=C1)C)C (3-(4-Chloro-3-methyl-phenyl)-5-(2-methyl-imidazol-1-yl-methyl)-pyridine Hydrochloride), solid. The yield is 73.0%. As a reaction SMILES: Br[C:2]1[CH:3]=[N:4][CH:5]=[C:6]([CH2:8][N:9]2[CH:13]=[CH:12][N:11]=[C:10]2[CH3:14])[CH:7]=1.[Cl:15][C:16]1[CH:21]=[CH:20][C:19](B2OC(C)(C)C(C)(C)O2)=[CH:18][C:17]=1[CH3:31]>>[ClH:15].[Cl:15][C:16]1[CH:21]=[CH:20][C:19]([C:2]2[CH:3]=[N:4][CH:5]=[C:6]([CH2:8][N:9]3[CH:13]=[CH:12][N:11]=[C:10]3[CH3:14])[CH:7]=2)=[CH:18][C:17]=1[CH3:31] |f:2.3|. Procedure details: The title compound, MS: m/e=298.3 (M+H+) was obtained as a white solid (73% yield) by the reaction of 3-bromo-5-(2-methyl-imidazol-1-yl-methyl)-pyridine with 2-(4-chloro-3-methyl-phenyl)-4,4,5,5-tetramethyl[1,3,2]-dioxaborolane. The reactants are FC1(C(N[C@](C(C1)(F)F)(C)C1=C(C=CC=C1)F)=O)C ((6R)-3,5,5-Trifluoro-6-(2-fluorophenyl)-3,6-dimethylpiperidin-2-one), [N+](=O)(O)[O-] (HNO3), ice, FC(C(=O)O)(F)F (trifluoroacteic acid), OS(=O)(=O)O (H2SO4), [OH-].[Na+] (NaOH). Conditions: temperature 0 celsius, time 10 minute. Product: FC1(C(N[C@](C(C1)(F)F)(C)C1=C(C=CC(=C1)[N+](=O)[O-])F)=O)C ((6R)-3,5,5-trifluoro-6-(2-fluoro-5-nitrophenyl)-3,6-dimethylpiperidin-2-one). Isolated yield 96.2%. As a reaction SMILES: [F:1][C:2]1([CH3:19])[CH2:7][C:6]([F:9])([F:8])[C@:5]([C:11]2[CH:16]=[CH:15][CH:14]=[CH:13][C:12]=2[F:17])([CH3:10])[NH:4][C:3]1=[O:18].FC(F)(F)C(O)=O.OS(O)(=O)=O.[N+:32]([O-])([OH:34])=[O:33].[OH-].[Na+]>>[F:1][C:2]1([CH3:19])[CH2:7][C:6]([F:9])([F:8])[C@:5]([C:11]2[CH:16]=[C:15]([N+:32]([O-:34])=[O:33])[CH:14]=[CH:13][C:12]=2[F:17])([CH3:10])[NH:4][C:3]1=[O:18] |f:4.5|. Reported procedure: (6R)-3,5,5-Trifluoro-6-(2-fluorophenyl)-3,6-dimethylpiperidin-2-one (1.86 g, 6.76 mmol) (1:1.8 mixture of diastereomers) was suspended in trifluoroacteic acid (11.5 ml, 149 mmol). The mixture was cooled to 0° C. and concentrated H2SO4 (2.86 ml, 52.0 mmol, 97%) was added. Finally, fuming HNO3 (0.33 ml, 7.4 mmol) was added in a dropwise manner and the reaction was stirred at 0° C. for 10 min. The reaction mixture was poured onto 150 g ice and basified to pH>11 using 5 M NaOH. The resulting suspens... Reactants: COc1ccc(C=CC(=O)c2ccc(O)cc2)c(OC)c1, CCO. The product is COc1ccc(CCC(=O)c2ccc(O)cc2)c(OC)c1. Reaction SMILES: [CH3:1][O:2][c:3]1[c:4]([CH:11]=[CH:12][C:13](=[O:14])[c:15]2[cH:16][cH:17][c:18]([OH:21])[cH:19][cH:20]2)[cH:5][cH:6][c:7]([O:9][CH3:10])[cH:8]1.[CH3:22][CH2:23][OH:24]>>[CH3:1][O:2][c:3]1[c:4]([CH2:11][CH2:12][C:13](=[O:14])[c:15]2[cH:16][cH:17][c:18]([OH:21])[cH:19][cH:20]2)[cH:5][cH:6][c:7]([O:9][CH3:10])[cH:8]1. Starting materials: C(C1=CC=CC=C1)N1CCNCC1 (1-benzylpiperazine), [N+](=O)([O-])C1=CC=C(C=C1)F (4-nitrofluorobenzene), Cl (hydrogen chloride). Procedure: To 12.5 g (0.07 mole) of methanically stirred 1-benzylpiperazine was added 10.0 g (0.07 mole) of 4-nitrofluorobenzene. After 10 minutes the mixture solidified. The yellow solid was suspended in 50 ml of ethyl acetate and ethereal hydrogen chloride was slowly added to the stirring mixture under a nitrogen atmosphere. The solid was collected (filtration) and partitioned between 10% sodium hydroxide solution and benzene. The benzene layer was washed with ten 100 ml portions of water, dried with anh... Solvent: C(C)(=O)OCC (ethyl acetate). Reaction conditions: time 10 minute. Isolated yield 47.0%. Product: [N+](=O)([O-])C1=CC=C(C=C1)N1CCN(CC1)CC1=CC=CC=C1 (1-(4-Nitrophenyl)-4-(phenylmethyl)piperazine). Reaction SMILES: [CH2:1]([N:8]1[CH2:13][CH2:12][NH:11][CH2:10][CH2:9]1)[C:2]1[CH:7]=[CH:6][CH:5]=[CH:4][CH:3]=1.[N+:14]([C:17]1[CH:22]=[CH:21][C:20](F)=[CH:19][CH:18]=1)([O-:16])=[O:15].Cl>C(OCC)(=O)C>[N+:14]([C:17]1[CH:22]=[CH:21][C:20]([N:11]2[CH2:12][CH2:13][N:8]([CH2:1][C:2]3[CH:3]=[CH:4][CH:5]=[CH:6][CH:7]=3)[CH2:9][CH2:10]2)=[CH:19][CH:18]=1)([O-:16])=[O:15]. The reactants are [Al+3], C1CCOC1, CCOC(=O)c1cnc(Nc2nc(C)cs2)cc1Oc1ccccc1, [H-], [H-], [H-], [H-], [Li+]. The product is Cc1csc(Nc2cc(Oc3ccccc3)c(CO)cn2)n1. Reaction SMILES: [Al+3:2].[CH2:32]1[O:33][CH2:34][CH2:35][CH2:36]1.[CH3:7][c:8]1[n:9][c:10]([NH:13][c:14]2[n:15][cH:16][c:17]([C:18](=[O:19])[O:20][CH2:21][CH3:22])[c:23]([O:25][c:26]3[cH:27][cH:28][cH:29][cH:30][cH:31]3)[cH:24]2)[s:11][cH:12]1.[H-:1].[H-:4].[H-:5].[H-:6].[Li+:3]>>[CH3:7][c:8]1[n:9][c:10]([NH:13][c:14]2[n:15][cH:16][c:17]([CH2:18][OH:19])[c:23]([O:25][c:26]3[cH:27][cH:28][cH:29][cH:30][cH:31]3)[cH:24]2)[s:11][cH:12]1.